Dataset: the Open Reaction Database (ORD), a public repository of structured organic reaction records. Task: describe an organic reaction: reactants, conditions, products, and yield Reactants: Cl (HCl), C(C)(C)(C)OC(=O)N[C@@H]1C[C@H](CCC1)COC(C)=O (racemic trans acetic acid 3-tert-butoxycarbonylamino-cyclohexylmethyl ester). Run in O1CCOCC1 (dioxane), C(Cl)Cl (DCM). Conditions: time 4 hour. The product is Cl.N[C@@H]1C[C@H](CCC1)COC(C)=O (racemic trans acetic acid-3-amino-cyclohexylmethyl ester hydrochloride). Isolated yield 95.0%. RXN SMILES: [ClH:1].C(OC([NH:9][C@H:10]1[CH2:15][CH2:14][CH2:13][C@H:12]([CH2:16][O:17][C:18](=[O:20])[CH3:19])[CH2:11]1)=O)(C)(C)C>O1CCOCC1.C(Cl)Cl>[ClH:1].[NH2:9][C@H:10]1[CH2:15][CH2:14][CH2:13][C@H:12]([CH2:16][O:17][C:18](=[O:20])[CH3:19])[CH2:11]1 |f:4.5|. Procedure: HCl 4M in dioxane (5 mL) was added at RT to a solution of racemic trans acetic acid 3-tert-butoxycarbonylamino-cyclohexylmethyl ester (theoretically 7.37 mmol) in 10 mL of DCM. The resulting mixture was stirred at RT for 4 hours before being evaporated to give 1.5 g of racemic trans acetic acid-3-amino-cyclohexylmethyl ester hydrochloride (>95% yield). The reactants are ClC1=CC=C(C=C1)C#C (4-chlorophenylacetylene), ClC1=C(CS)C=CC=C1 (2-chlorobenzyl mercaptan), [Na] (sodium). Yields the product ClC1=CC=C(\C=C/C(C2=C(C=CC=C2)Cl)SC(C2=C(C=CC=C2)Cl)\C=C/C2=CC=C(C=C2)Cl)C=C1 ((Z)-4-chlorostyryl 2-chlorobenzylsulfide). Reaction SMILES: [Cl:1][C:2]1[CH:7]=[CH:6][C:5]([C:8]#[CH:9])=[CH:4][CH:3]=1.[Cl:10][C:11]1[CH:18]=[CH:17][CH:16]=[CH:15][C:12]=1[CH2:13][SH:14].[Na]>>[Cl:1][C:2]1[CH:7]=[CH:6][C:5](/[CH:8]=[CH:9]\[CH:13]([S:14][CH:13](/[CH:9]=[CH:8]\[C:5]2[CH:6]=[CH:7][C:2]([Cl:1])=[CH:3][CH:4]=2)[C:12]2[CH:15]=[CH:16][CH:17]=[CH:18][C:11]=2[Cl:10])[C:12]2[CH:15]=[CH:16][CH:17]=[CH:18][C:11]=2[Cl:10])=[CH:4][CH:3]=1 |^1:18|. Procedure details: A solution of 4-chlorophenylacetylene (0.02 mol) and 2-chlorobenzyl mercaptan (0.02 mol) and metallic sodium (0.02 g atom) was subjected to Procedure 2 to form (Z)-4-chlorostyryl 2-chlorobenzylsulfide. The title compound was obtained in 73% yield following oxidation. 1HNMR (CDC13) δ4.56 (2H, s), 6.70 (1H, d, JH,H=12.05), 7.18-7.64 (8H aromatic+1H ethylenic). The reactants are ( iv ), CCOC(=O)/N=N/C(=O)OCC (diethylazodicarboxylate), ON1C(C=2C(C1=O)=CC=CC2)=O (N-hydroxyphthalimide), C1(=CC=CC=C1)P(C1=CC=CC=C1)C1=CC=CC=C1 (triphenylphosphine). Yields the product C1(NC(C2=CC=CC=C12)=O)=O (1H-isoindole-1,3(2H)-dione). Reaction SMILES: O[N:2]1[C:6](=[O:7])[C:5]2=[CH:8][CH:9]=[CH:10][CH:11]=[C:4]2[C:3]1=[O:12].C1(P(C2C=CC=CC=2)C2C=CC=CC=2)C=CC=CC=1.CCOC(/N=N/C(OCC)=O)=O>>[C:3]1(=[O:12])[C:4]2[C:5](=[CH:8][CH:9]=[CH:10][CH:11]=2)[C:6](=[O:7])[NH:2]1. Procedure: contacting the product of (iv) with N-hydroxyphthalimide, triphenylphosphine and diethylazodicarboxylate to obtain a stereoisomer of 2-(1-(t-Boc-amino)methyl)-2-(2-nitro-1H-imidazol-1-yl)ethoxy)1H-isoindole-1,3(2H)-dione; The reactants are C(C)(C)(C)P(C(C)(C)C)Cl (di-tert-butylphosphinous chloride), Grignard reagent, BrC1=C(C=CC=C1)OC (2-bromoanisole), [Mg] (magnesium), C(C)(C)(C)P(C(C)(C)C)Cl (di-tert-butylphosphinous chloride), C1(=CC=CC=C1)C (toluene). The reagents and catalysts are [Cu](Cl)Cl (copper(II) chloride). Run in O1CCCC1 (tetrahydrofuran), O (water). Conditions: time 3 hour. Yields the product C(C)(C)(C)P(C1=C(C=CC=C1)OC)C(C)(C)C (di-tert-butyl(2-methoxyphenyl)phosphine). Yield: 94.3%. Reaction SMILES: Br[C:2]1[CH:7]=[CH:6][CH:5]=[CH:4][C:3]=1[O:8][CH3:9].[Mg].[C:11]([P:15](Cl)[C:16]([CH3:19])([CH3:18])[CH3:17])([CH3:14])([CH3:13])[CH3:12].C1(C)C=CC=CC=1>O1CCCC1.[Cu](Cl)Cl.O>[C:11]([P:15]([C:16]([CH3:19])([CH3:18])[CH3:17])[C:2]1[CH:7]=[CH:6][CH:5]=[CH:4][C:3]=1[O:8][CH3:9])([CH3:14])([CH3:13])[CH3:12]. Procedure: In a 300 ml four-necked flask thoroughly purged with nitrogen, a Grignard reagent solution previously prepared from 12.1 g (0.065 mol) of 2-bromoanisole and 2.1 g (0.085 mol) of metallic magnesium in 65 ml of tetrahydrofuran, and 0.13 g (0.0010 mol (corresponding to 2% by mol)) of copper(II) chloride were placed. To the contents of the flask, 9.0 g (0.05 mol) of di-tert-butylphosphinous chloride was dropwise added as it is without being dissolved in a solvent, over a period of 1 hour with mainta...